Dataset: the Open Reaction Database (ORD), a public repository of structured organic reaction records. Task: describe an organic reaction: reactants, conditions, products, and yield As a reaction SMILES: [CH2:1]([O:8][C:9]1[CH:14]=[C:13]([O:15]COC)[C:12]([CH:19]([CH3:21])[CH3:20])=[CH:11][C:10]=1[C:22]1[N:23]([C:28]2[CH:29]=[N:30][C:31]([N:34]3[CH2:39][CH2:38][O:37][CH2:36][CH2:35]3)=[CH:32][CH:33]=2)[C:24]([OH:27])=[N:25][N:26]=1)[C:2]1[CH:7]=[CH:6][CH:5]=[CH:4][CH:3]=1.[ClH:40]>CO>[ClH:40].[CH2:1]([O:8][C:9]1[CH:14]=[C:13]([OH:15])[C:12]([CH:19]([CH3:21])[CH3:20])=[CH:11][C:10]=1[C:22]1[N:23]([C:28]2[CH:29]=[N:30][C:31]([N:34]3[CH2:39][CH2:38][O:37][CH2:36][CH2:35]3)=[CH:32][CH:33]=2)[C:24]([OH:27])=[N:25][N:26]=1)[C:2]1[CH:7]=[CH:6][CH:5]=[CH:4][CH:3]=1 |f:3.4|. Reported procedure: To the solution of compound (4) (2.10 g, 3.95 mmol) in MeOH (100 ml), HCl (2 ml, 2N) was added, and then the resultant mixture was heated at 65° C. for 5 h, then cooled. The white precipitate thus obtained was filtered, washed with ether (2×20 ml) gave 1.53 g (74%) of 5-(2-(benzyloxy)-4-hydroxy-5-isopropylphenyl)-4-(6-morpholinopyridin-3-yl)-4H-1,2,4-triazol-3-ol hydrochloride (5). Run in CO (MeOH). The product is Cl.C(C1=CC=CC=C1)OC1=C(C=C(C(=C1)O)C(C)C)C=1N(C(=NN1)O)C=1C=NC(=CC1)N1CCOCC1 (5-(2-(benzyloxy)-4-hydroxy-5-isopropylphenyl)-4-(6-morpholinopyridin-3-yl)-4H-1,2,4-triazol-3-ol hydrochloride). Reactants: C(C1=CC=CC=C1)OC1=C(C=C(C(=C1)OCOC)C(C)C)C=1N(C(=NN1)O)C=1C=NC(=CC1)N1CCOCC1 (5-(2-(benzyloxy)-5-isopropyl-4-(methoxymethoxy)phenyl)-4-(6-morpholinopyridin-3-yl)-4H-1,2,4-triazol-3-ol), Cl (HCl), resultant mixture. The yield is 74.0%. Starting materials: C1CCOC1, COC(=O)c1cc(N)cc(-c2ccc(C)cc2)c1, CC(=O)OC(C)=O, O=CO, O. As a reaction SMILES: [CH2:8]1[O:9][CH2:10][CH2:11][CH2:12]1.[CH3:16][O:17][C:18](=[O:19])[c:20]1[cH:21][c:22](-[c:27]2[cH:28][cH:29][c:30]([CH3:33])[cH:31][cH:32]2)[cH:23][c:24]([NH2:26])[cH:25]1.[CH3:1][C:2](=[O:3])[O:4][C:5](=[O:6])[CH3:7].[CH:13]([OH:14])=[O:15].[OH2:34]>>[CH:2](=[O:3])[NH:26][c:24]1[cH:23][c:22](-[c:27]2[cH:28][cH:29][c:30]([CH3:33])[cH:31][cH:32]2)[cH:21][c:20]([C:18]([O:17][CH3:16])=[O:19])[cH:25]1. Yields the product COC(=O)c1cc(NC=O)cc(-c2ccc(C)cc2)c1.